Dataset: the Open Reaction Database (ORD), a public repository of structured organic reaction records. Task: describe an organic reaction: reactants, conditions, products, and yield As a reaction SMILES: C(OC([N:8]1[CH2:13][CH2:12][N:11]([CH2:14][C:15]2[CH:20]=[CH:19][C:18]([C:21]3[CH:22]=[C:23]([C:27]4[CH:32]=[C:31]([NH2:33])[N:30]=[C:29]([C:34]5[CH:39]=[CH:38][CH:37]=[CH:36][N:35]=5)[CH:28]=4)[CH:24]=[N:25][CH:26]=3)=[CH:17][CH:16]=2)[CH2:10][CH2:9]1)=O)(C)(C)C.C(O)(C(F)(F)F)=O>C(Cl)Cl>[N:11]1([CH2:14][C:15]2[CH:20]=[CH:19][C:18]([C:21]3[CH:22]=[C:23]([C:27]4[CH:32]=[C:31]([NH2:33])[N:30]=[C:29]([C:34]5[CH:39]=[CH:38][CH:37]=[CH:36][N:35]=5)[CH:28]=4)[CH:24]=[N:25][CH:26]=3)=[CH:17][CH:16]=2)[CH2:10][CH2:9][NH:8][CH2:13][CH2:12]1. Solvent: C(Cl)Cl (DCM). Procedure details: To a solution of 4-[4-(6′-Amino-[2,2′;4′,3″]terpyridin-5″-yl)-benzyl]-piperazine-1-carboxylic acid tert-butyl ester (1.0 eq, 0.105 mmol, 55.1 mg) in DCM (1.0 ml) is added TFA (24.0 eq, 2.60 mmol, 0.2 ml). The reaction mixture is allowed to stir at room temperature for 30 minutes. The organic solvent is reduced in vacuo. The residue is purified by reverse phase chromatography (Isolute™ C18, 0-20% acetonitrile in water—0.1% TFA). The appropriate fractions by HPLC are combined and concentrated in v... Starting materials: C(C)(C)(C)OC(=O)N1CCN(CC1)CC1=CC=C(C=C1)C=1C=C(C=NC1)C1=CC(=NC(=C1)N)C1=NC=CC=C1 (4-[4-(6′-Amino-[2,2′;4′,3″]terpyridin-5″-yl)-benzyl]-piperazine-1-carboxylic acid tert-butyl ester), C(=O)(C(F)(F)F)O (TFA). The product is N1(CCNCC1)CC1=CC=C(C=C1)C=1C=C(C=NC1)C1=CC(=NC(=C1)N)C1=NC=CC=C1 (5″-(4-piperazin-1-ylmethyl-phenyl)-[2,2′;4′,3″]terpyridin-6′-ylamine). Conditions: time 30 minute. Reactants: CCOC(=O)C(C(C)C)N1CCN(Cc2ccc(OCc3ccncc3)cc2)C1=O, CO, [Na+], [OH-]. Yields the product CC(C)C(C(=O)O)N1CCN(Cc2ccc(OCc3ccncc3)cc2)C1=O. As a reaction SMILES: [CH3:1][CH:2]([CH:3]([C:4](=[O:5])[O:6][CH2:7][CH3:8])[N:9]1[C:10](=[O:29])[N:11]([CH2:14][c:15]2[cH:16][cH:17][c:18]([O:21][CH2:22][c:23]3[cH:24][cH:25][n:26][cH:27][cH:28]3)[cH:19][cH:20]2)[CH2:12][CH2:13]1)[CH3:30].[CH3:33][OH:34].[Na+:32].[OH-:31]>>[CH3:1][CH:2]([CH:3]([C:4](=[O:5])[OH:6])[N:9]1[C:10](=[O:29])[N:11]([CH2:14][c:15]2[cH:16][cH:17][c:18]([O:21][CH2:22][c:23]3[cH:24][cH:25][n:26][cH:27][cH:28]3)[cH:19][cH:20]2)[CH2:12][CH2:13]1)[CH3:30]. Reactants: Nc1ncccc1-c1cc2c(s1)C(=O)NCC2, O=C1CCC(=O)N1Br, CN(C)C=O. Product: Nc1ncc(Br)cc1-c1cc2c(s1)C(=O)NCC2. As a reaction SMILES: [NH2:1][c:2]1[n:3][cH:4][cH:5][cH:6][c:7]1-[c:8]1[cH:9][c:10]2[c:11]([s:17]1)[C:12](=[O:16])[NH:13][CH2:14][CH2:15]2.[O:18]=[C:19]1[N:20]([Br:25])[C:21](=[O:22])[CH2:23][CH2:24]1.[O:26]=[CH:27][N:28]([CH3:29])[CH3:30]>>[NH2:1][c:2]1[n:3][cH:4][c:5]([Br:25])[cH:6][c:7]1-[c:8]1[cH:9][c:10]2[c:11]([s:17]1)[C:12](=[O:16])[NH:13][CH2:14][CH2:15]2. Starting materials: O (water), N([C@@H](CCC(OC(C)(C)C)=O)C(=O)NCC(=O)NCC(=O)N)C(=O)OCC1=CC=CC=C1 (Z-Glu(OtBu)-Gly-GlyNH2), glass. Reagents/catalysts: [Pd] (palladium on carbon). Run in CO (methanol). Run at time 4 hour. The product is N[C@@H](CCC(OC(C)(C)C)=O)C(=O)NCC(=O)NCC(=O)N (H-Glu(OtBu)-Gly-Gly-NH2). Yield: 96.8%. Reaction SMILES: [NH:1](C(OCC1C=CC=CC=1)=O)[C@H:2]([C:12]([NH:14][CH2:15][C:16]([NH:18][CH2:19][C:20]([NH2:22])=[O:21])=[O:17])=[O:13])[CH2:3][CH2:4][C:5](=[O:11])[O:6][C:7]([CH3:10])([CH3:9])[CH3:8].O>CO.[Pd]>[NH2:1][C@H:2]([C:12]([NH:14][CH2:15][C:16]([NH:18][CH2:19][C:20]([NH2:22])=[O:21])=[O:17])=[O:13])[CH2:3][CH2:4][C:5](=[O:11])[O:6][C:7]([CH3:9])([CH3:10])[CH3:8]. Procedure: 940 mg (2.09 mmol) of Z-Glu(OtBu)-Gly-GlyNH2 was dissolved in 40 mL of 95:5 methanol:de-ionized water in a 250 mL glass PARR hydrogenation shaker flak. 222 mg of 10% palladium on carbon was added to the flask and the contents were hydrogenated with shaking under hydrogen (40 PSI) for 4 hours. The mixture was vacuum filtered though celite filter aid and solvent was removed from the filtrate by rotary evaporation to give 640 mg (94%) of the title compound. 1H NMR (400 MHz, DMSO) δ 4.03 (s, 1H), 3.... The reactants are C1(CC1)COC1(CCC2(OCCO2)CC1)C=1SC=C(N1)C1=CC=CC=C1 (2-(8-cyclopropylmethoxy-1,4-dioxaspiro[4.5]dec-8-yl)-4-phenylthiazole), C1(=CC=C(C=C1)S(=O)(=O)O)C (p-toluenesulfonic acid), C(O)([O-])=O.[Na+] (sodium hydrogencarbonate). Solvent: O (water), CC(=O)C (acetone). Conditions: time 4 day. Product: C1(CC1)COC1(CCC(CC1)=O)C=1SC=C(N1)C1=CC=CC=C1 (4-Cyclopropylmethoxy-4-(4-phenylthiazol-2-yl)cyclohexanone). Yield: 80.6%. As a reaction SMILES: [CH:1]1([CH2:4][O:5][C:6]2([C:16]3[S:17][CH:18]=[C:19]([C:21]4[CH:26]=[CH:25][CH:24]=[CH:23][CH:22]=4)[N:20]=3)[CH2:15][CH2:14][C:9]3(OCC[O:10]3)[CH2:8][CH2:7]2)[CH2:3][CH2:2]1.C1(C)C=CC(S(O)(=O)=O)=CC=1.C(=O)([O-])O.[Na+]>CC(C)=O.O>[CH:1]1([CH2:4][O:5][C:6]2([C:16]3[S:17][CH:18]=[C:19]([C:21]4[CH:26]=[CH:25][CH:24]=[CH:23][CH:22]=4)[N:20]=3)[CH2:15][CH2:14][C:9](=[O:10])[CH2:8][CH2:7]2)[CH2:2][CH2:3]1 |f:2.3|. Reported procedure: 8.3 g of 2-(8-cyclopropylmethoxy-1,4-dioxaspiro[4.5]dec-8-yl)-4-phenylthiazole and 5.5 g of p-toluenesulfonic acid were dissolved in 137 ml of acetone and 14 ml of water. The mixture was stirred at room temperature for 4 days, then poured onto 100 ml of a saturated aqueous sodium hydrogencarbonate solution. The acetone was distilled off and the residue extracted three times with 100 ml each of EA. The combined organic phases were dried over magnesium sulfate and the solvent was removed in vacuo.... Starting materials: C(C)#N (acetonitrile), ClC1=CN(C=2C=NNC(C21)=O)COCC[Si](C)(C)C (3-chloro-1-(2-trimethylsilylethoxymethyl)-1,5-dihydropyrrolo[2,3-d]pyridazin-4-one), BrN1C(CCC1=O)=O (N-bromosuccinimide). Run in C(C)(=O)OCC (ethyl acetate). Conditions: time 8.5 hour. Yields the product BrC1=C(C2=C(C=NNC2=O)N1COCC[Si](C)(C)C)Cl (2-Bromo-3-chloro-1-(2-trimethylsilylethoxymethyl)-1,5-dihydropyrrolo[2,3-d]pyridazin-4-one). Yield: 83.0%. Reaction SMILES: C(#N)C.[Cl:4][C:5]1[C:13]2[C:12](=[O:14])[NH:11][N:10]=[CH:9][C:8]=2[N:7]([CH2:15][O:16][CH2:17][CH2:18][Si:19]([CH3:22])([CH3:21])[CH3:20])[CH:6]=1.[Br:23]N1C(=O)CCC1=O>C(OCC)(=O)C>[Br:23][C:6]1[N:7]([CH2:15][O:16][CH2:17][CH2:18][Si:19]([CH3:22])([CH3:21])[CH3:20])[C:8]2[CH:9]=[N:10][NH:11][C:12](=[O:14])[C:13]=2[C:5]=1[Cl:4]. Reported procedure: To 30 ml of acetonitrile solution containing 903 mg (3.00 mmol) of 3-chloro-1-(2-trimethylsilylethoxymethyl)-1,5-dihydropyrrolo[2,3-d]pyridazin-4-one obtained in Reference example 16-(c) was added 703 mg (3.95 mmol) of N-bromosuccinimide at room temperature, and the mixture was stirred for 8.5 hours. After completion of the reaction, ethyl acetate was added to the reaction mixture, and the mixture was washed successively with a saturated aqueous solution of sodium hydrogencarbonate, 5% aqueous s... Starting materials: C(C)OC(=O)C1=C(N=C(S1)NC1=C(C=CC(=C1)C=O)[N+](=O)[O-])C1=CC=CC=C1 (2-(5-formyl-2-nitro-phenylamino)-4-phenyl-thiazole-5-carboxylic acid ethyl ester), CN1CCNCC1 (1-methyl-piperizine), C(C)(=O)O[BH-](OC(C)=O)OC(C)=O.[Na+] (sodium triacetoxyborohydride). Solvent: ClCCl (dichloromethane), ClCCl (dichloromethane). Conditions: time 10 minute. Yields the product C(C)OC(=O)C1=C(N=C(S1)NC1=C(C=CC(=C1)CN1CCN(CC1)C)[N+](=O)[O-])C1=CC=CC=C1 (2-[5-(4-methyl-piperazin-1-ylmethyl)-2-nitro-phenylamino]-4-phenyl-thiazole-5-carboxylic acid ethyl ester). The yield is 68.5%. Reaction SMILES: [CH2:1]([O:3][C:4]([C:6]1[S:10][C:9]([NH:11][C:12]2[CH:17]=[C:16]([CH:18]=O)[CH:15]=[CH:14][C:13]=2[N+:20]([O-:22])=[O:21])=[N:8][C:7]=1[C:23]1[CH:28]=[CH:27][CH:26]=[CH:25][CH:24]=1)=[O:5])[CH3:2].[CH3:29][N:30]1[CH2:35][CH2:34][NH:33][CH2:32][CH2:31]1.C(O[BH-](OC(=O)C)OC(=O)C)(=O)C.[Na+]>ClCCl>[CH2:1]([O:3][C:4]([C:6]1[S:10][C:9]([NH:11][C:12]2[CH:17]=[C:16]([CH2:18][N:33]3[CH2:34][CH2:35][N:30]([CH3:29])[CH2:31][CH2:32]3)[CH:15]=[CH:14][C:13]=2[N+:20]([O-:22])=[O:21])=[N:8][C:7]=1[C:23]1[CH:24]=[CH:25][CH:26]=[CH:27][CH:28]=1)=[O:5])[CH3:2] |f:2.3|. Reported procedure: A mixture of 0.080 g (0.2 mmole) of 2-(5-formyl-2-nitro-phenylamino)-4-phenyl-thiazole-5-carboxylic acid ethyl ester (VI.1b), 2 mL of dichloromethane and 0.027 mL (0.24 mmole) of 1-methyl-piperizine was stirred at ambient temperature for 10 minutes, then 0.064 g (0.3 mmole) of sodium triacetoxyborohydride was added. The mixture was stirred at ambient temperature for 2 hours and was then diluted with 10 mL of dichloromethane. The mixture was washed with 3 mL of saturated sodium bicarbonate. The a... Procedure: In analogy to Example 130, the title compound was prepared from (2E)-4-bromobut-2-enoic acid (84 mg, 0.41 mmol), 3-chloro-5-(5,6,7,8-tetrahydropyrido[4′,3′:4,5]thieno[2,3-d]pyrimidin-4-ylamino)phenol hydrochloride from Example 65A (100 mg, 0.27 mmol) and N,N-dimethylpiperazine-1-carboxamide (68 mg, 0.43 mmol) to yield 59 mg (38%). Reactants: BrC/C=C/C(=O)O ((2E)-4-bromobut-2-enoic acid), Cl.ClC=1C=C(C=C(C1)NC=1C2=C(N=CN1)SC1=C2CCNC1)O (3-Chloro-5-(5,6,7,8-tetrahydropyrido[4′,3′:4,5]thieno[2,3-d]pyrimidin-4-ylamino)phenol hydrochloride), CN(C(=O)N1CCNCC1)C (N,N-dimethylpiperazine-1-carboxamide). RXN SMILES: Br[CH2:2]/[CH:3]=[CH:4]/[C:5]([OH:7])=O.Cl.[Cl:9][C:10]1[CH:11]=[C:12]([OH:30])[CH:13]=[C:14]([NH:16][C:17]2[C:18]3[C:25]4[CH2:26][CH2:27][NH:28][CH2:29][C:24]=4[S:23][C:19]=3[N:20]=[CH:21][N:22]=2)[CH:15]=1.[CH3:31][N:32]([CH3:41])[C:33]([N:35]1[CH2:40][CH2:39][NH:38][CH2:37][CH2:36]1)=[O:34]>>[Cl:9][C:10]1[CH:15]=[C:14]([NH:16][C:17]2[C:18]3[C:25]4[CH2:26][CH2:27][N:28]([C:5](=[O:7])/[CH:4]=[CH:3]/[CH2:2][N:38]5[CH2:37][CH2:36][N:35]([C:33]([N:32]([CH3:41])[CH3:31])=[O:34])[CH2:40][CH2:39]5)[CH2:29][C:24]=4[S:23][C:19]=3[N:20]=[CH:21][N:22]=2)[CH:13]=[C:12]([OH:30])[CH:11]=1 |f:1.2|. The product is ClC=1C=C(C=C(C1)O)NC=1C2=C(N=CN1)SC1=C2CCN(C1)C(/C=C/CN1CCN(CC1)C(=O)N(C)C)=O (4-[(2E)-4-{4-[(3-Chloro-5-hydroxyphenyl)amino]-5,8-dihydropyrido[4′,3′:4,5]thieno[2,3-d]-pyrimidin-7(6H)-yl}-4-oxobut-2-en-1-yl]-N,N-dimethylpiperazine-1-carboxamide). Starting materials: Clc1cccc(Cl)c1, O=S(=O)(OS(=O)(=O)C(F)(F)F)C(F)(F)F, [Na+], O=S(=O)(O)C(F)(F)F, O=C([O-])O. The product is O=S(c1ccc(Cl)cc1Cl)C(F)(F)F. Reaction SMILES: [Cl:9][c:10]1[cH:11][cH:12][cH:13][c:14]([Cl:15])[cH:16]1.[F:17][C:18]([S:19]([O:20][S:21]([C:22]([F:23])([F:24])[F:25])(=[O:26])=[O:27])(=[O:28])=[O:29])([F:30])[F:31].[Na+:32].[OH:1][S:2](=[O:3])(=[O:4])[C:5]([F:6])([F:7])[F:8].[OH:33][C:34](=[O:35])[O-:36]>>[O:1]=[S:2]([C:5]([F:6])([F:7])[F:8])[c:13]1[cH:12][cH:11][c:10]([Cl:9])[cH:16][c:14]1[Cl:15].